From a dataset of the Open Reaction Database (ORD), a public repository of structured organic reaction records. describe an organic reaction: reactants, conditions, products, and yield Reactants: C(C)OC(C(C1=CC=C(C=C1)OCCCSC1=CC(=C(C(=C1)C(C)(C)C)O)C(C)(C)C)=O)=O (4-[3-[[3,5-bis(1,1-dimethylethyl)-4-hydroxyphenyl] thio]propoxy]-alpha-oxobenzeneacetic acid ethyl ester), [OH-].[Na+] (sodium hydroxide). Solvent: CO (methanol). Reaction conditions: time 3 hour. Yields the product CC(C)(C)C=1C=C(C=C(C1O)C(C)(C)C)SCCCOC1=CC=C(C=C1)C(C(=O)O)=O (4-[3-[[3,5-bis(1,1-dimethylethyl)-4-hydroxyphenyl]thio]propoxy]-alpha-oxobenzeneacetic acid). RXN SMILES: C([O:3][C:4](=[O:33])[C:5](=[O:32])[C:6]1[CH:11]=[CH:10][C:9]([O:12][CH2:13][CH2:14][CH2:15][S:16][C:17]2[CH:22]=[C:21]([C:23]([CH3:26])([CH3:25])[CH3:24])[C:20]([OH:27])=[C:19]([C:28]([CH3:31])([CH3:30])[CH3:29])[CH:18]=2)=[CH:8][CH:7]=1)C.[OH-].[Na+]>CO>[CH3:31][C:28]([C:19]1[CH:18]=[C:17]([S:16][CH2:15][CH2:14][CH2:13][O:12][C:9]2[CH:8]=[CH:7][C:6]([C:5](=[O:32])[C:4]([OH:33])=[O:3])=[CH:11][CH:10]=2)[CH:22]=[C:21]([C:23]([CH3:24])([CH3:25])[CH3:26])[C:20]=1[OH:27])([CH3:29])[CH3:30] |f:1.2|. Procedure: As in Example 19, a solution of 4-[3-[[3,5-bis(1,1-dimethylethyl)-4-hydroxyphenyl] thio]propoxy]-alpha-oxobenzeneacetic acid ethyl ester (0.32 g) in methanol (15 mL) was treated with 2N sodium hydroxide (0.75 mL) was stirred at room temperature. After 3 hours, most of the methanol was removed in vacuo, then the mixture was acidified with 3N hydrochloric acid and extracted with dichloromethane-tetrahydrofuran (1:1). The dried (MgSO4) extracts were evaporated and the crude product was purified by ... Starting materials: FC=1C(=NC=C(C1)F)C(=O)O (3,5-difluoropicolinic acid), Cl.CNOC (N,O-dimethylhydroxylamine hydrochloride), CCN(C(C)C)C(C)C (DIPEA), C1=CN(C=N1)C(=O)N2C=CN=C2 (CDI). Solvent: C1CCOC1 (THF). Run at temperature 50 celsius, time 1 hour. Product: FC=1C(=NC=C(C1)F)C(=O)N(C)OC (3,5-Difluoro-N-methoxy-N-methylpyridine-2-carboxamide). Yield: 56.2%. As a reaction SMILES: [F:1][C:2]1[C:3]([C:9]([OH:11])=O)=[N:4][CH:5]=[C:6]([F:8])[CH:7]=1.C1N=CN(C(N2C=NC=C2)=O)C=1.Cl.[CH3:25][NH:26][O:27][CH3:28].CCN(C(C)C)C(C)C>C1COCC1>[F:1][C:2]1[C:3]([C:9]([N:26]([O:27][CH3:28])[CH3:25])=[O:11])=[N:4][CH:5]=[C:6]([F:8])[CH:7]=1 |f:2.3|. Reported procedure: To a suspension of 3,5-difluoropicolinic acid (3.5 g) in THF (70 ml) was added CDI (3.92 g) at room temperature. The mixture was stirred at room temperature for 30 min and at 50° C. for 1 h. After cooling to room temperature, N,O-dimethylhydroxylamine hydrochloride (3.22 g) and DIPEA (5.76 mL) were added. The mixture was stirred at room temperature for 12 h, and then concentrated under reduced pressure. The residue was purified by silica gel column chromatography (hexane/AcOEt) to give the title... Starting materials: OC1=CC=C(OCCCCC(C(=O)N)(C)C)C=C1 (6-(4-hydroxyphenoxy)-2,2-dimethylhexanamide), C([O-])([O-])=O.[K+].[K+] (potassium carbonate), BrCCCCCBr (1,5-dibromopentane). Solvent: C(C)O (ethanol). Product: BrCCCCCOC1=CC=C(OCCCCC(C(=O)N)(C)C)C=C1 (6-[p-(5-bromopentyloxy)phenoxy]-2,2-dimethylhexanamide). Isolated yield 60.7%. RXN SMILES: [OH:1][C:2]1[CH:18]=[CH:17][C:5]([O:6][CH2:7][CH2:8][CH2:9][CH2:10][C:11]([CH3:16])([CH3:15])[C:12]([NH2:14])=[O:13])=[CH:4][CH:3]=1.C(=O)([O-])[O-].[K+].[K+].[Br:25][CH2:26][CH2:27][CH2:28][CH2:29][CH2:30]Br>C(O)C>[Br:25][CH2:26][CH2:27][CH2:28][CH2:29][CH2:30][O:1][C:2]1[CH:3]=[CH:4][C:5]([O:6][CH2:7][CH2:8][CH2:9][CH2:10][C:11]([CH3:15])([CH3:16])[C:12]([NH2:14])=[O:13])=[CH:17][CH:18]=1 |f:1.2.3|. Reported procedure: A mixture of 3.0 g 6-(4-hydroxyphenoxy)-2,2-dimethylhexanamide, 50 ml ethanol, 2.5 g potassium carbonate and 3.6 g 1,5-dibromopentane was heated under reflux overnight with stirring. The solvent was distilled off under reduced pressure, the residue was extracted with chloroform, the extract was washed with water and worked up as usual. The crude product thus obtained was purified by silica gel column chromatography, affording 2.90 g of 6-[p-(5-bromopentyloxy)phenoxy]-2,2-dimethylhexanamide.